describe an organic reaction: reactants, conditions, products, and yield From a dataset of the Open Reaction Database (ORD), a public repository of structured organic reaction records. The reactants are C1CN(CC2CC2)CCN1, CC1(C)CC(=O)N(c2ccc(OC(=O)Cl)cc2)C(=O)C1. Product: CC1(C)CC(=O)N(c2ccc(OC(=O)N3CCN(CC4CC4)CC3)cc2)C(=O)C1. As a reaction SMILES: [CH:21]1([CH2:24][N:25]2[CH2:26][CH2:27][NH:28][CH2:29][CH2:30]2)[CH2:22][CH2:23]1.[Cl:1][C:2](=[O:3])[O:4][c:5]1[cH:6][cH:7][c:8]([N:11]2[C:12](=[O:20])[CH2:13][C:14]([CH3:18])([CH3:19])[CH2:15][C:16]2=[O:17])[cH:9][cH:10]1>>[C:2](=[O:3])([O:4][c:5]1[cH:6][cH:7][c:8]([N:11]2[C:12](=[O:20])[CH2:13][C:14]([CH3:18])([CH3:19])[CH2:15][C:16]2=[O:17])[cH:9][cH:10]1)[N:28]1[CH2:27][CH2:26][N:25]([CH2:24][CH:21]2[CH2:22][CH2:23]2)[CH2:30][CH2:29]1. Reactants: NC=1C2=C(SC1)C=C(C=C2)Cl (3-amino-6-chlorobenzo[b]thiophene), Cl.ClC1=CC=NC=C1 (4-chloropyridine hydrochloride), O (water). Solvent: CN1C(CCC1)=O (1-methyl-2-pyrrolidinone). Yields the product Cl.ClC=1C=CC2=C(SC=C2NC2=CC=NC=C2)C1 (6-Chloro-3-(4-pyridinylamino)benzo[b]thiophene hydrochloride). Isolated yield 174.5%. Reaction SMILES: [NH2:1][C:2]1[C:3]2[CH:10]=[CH:9][C:8]([Cl:11])=[CH:7][C:4]=2[S:5][CH:6]=1.Cl.Cl[C:14]1[CH:19]=[CH:18][N:17]=[CH:16][CH:15]=1.O>CN1CCCC1=O>[ClH:11].[Cl:11][C:8]1[CH:9]=[CH:10][C:3]2[C:2]([NH:1][C:14]3[CH:19]=[CH:18][N:17]=[CH:16][CH:15]=3)=[CH:6][S:5][C:4]=2[CH:7]=1 |f:1.2,5.6|. Procedure: A solution of 3-amino-6-chlorobenzo[b]thiophene (5 g, 27 mmol) and 4-chloropyridine hydrochloride (6 g, 40 mmol) in 75 mL of 1-methyl-2-pyrrolidinone was stirred at 80° for 1.5 h, and then was cooled, stirred with water and extracted with ether. The aqueous layer was basified with sodium carbonate and extracted with ethyl acetate. The organic extract was washed with water and saturated sodium chloride solution and then was dried (anhydrous magnesium sulfate), filtered and concentrated to a dark ... The reactants are C(C(=O)Cl)(=O)Cl (Oxalyl chloride), NC=1C=CC(=C(C1)C(C)=O)Cl (1-(5-amino-2-chlorophenyl)ethanone), CN1N=C(C(=C1C(=O)O)C(F)(F)F)C(C(F)(F)F)(F)F (1-methyl-3-(pentafluoroethyl)-4-(trifluoromethyl)-1H-pyrazole-5-carboxylic acid), N1=CC=CC=C1 (pyridine), Cl (HCl). Reagents/catalysts: CN(C)C=O (DMF). The solvent is C1CCOC1 (THF), ClCCl (dichloromethane), C1CCOC1 (THF). Run at temperature 40 celsius, time 9 hour. The product is C(C)(=O)C=1C=C(C=CC1Cl)NC(=O)C1=C(C(=NN1C)C(C(F)(F)F)(F)F)C(F)(F)F (N-(3-acetyl-4-chlorophenyl)-1-methyl-3-(pentafluoroethyl)-4-(trifluoromethyl)-1H-pyrazole-5-carboxamide). Yield: 79.8%. Reaction SMILES: C(Cl)(=O)C(Cl)=O.[CH3:7][N:8]1[C:12]([C:13]([OH:15])=O)=[C:11]([C:16]([F:19])([F:18])[F:17])[C:10]([C:20]([F:26])([F:25])[C:21]([F:24])([F:23])[F:22])=[N:9]1.N1C=CC=CC=1.[NH2:33][C:34]1[CH:35]=[CH:36][C:37]([Cl:43])=[C:38]([C:40](=[O:42])[CH3:41])[CH:39]=1.Cl>CN(C=O)C.ClCCl.C1COCC1>[C:40]([C:38]1[CH:39]=[C:34]([NH:33][C:13]([C:12]2[N:8]([CH3:7])[N:9]=[C:10]([C:20]([F:26])([F:25])[C:21]([F:24])([F:22])[F:23])[C:11]=2[C:16]([F:18])([F:17])[F:19])=[O:15])[CH:35]=[CH:36][C:37]=1[Cl:43])(=[O:42])[CH3:41]. Procedure: Oxalyl chloride (0.65 ml, 0.95 g, 7.5 mmol, 1.5 eq.) followed by DMF (3 drops) were added to 1-methyl-3-(pentafluoroethyl)-4-(trifluoromethyl)-1H-pyrazole-5-carboxylic acid (1.56 g, 5.00 mmol) in dichloromethane (20 ml), and the mixture was heated to 40° C. After 9 h at 40° C., the mixture was concentrated under reduced pressure, THF (20 ml) and pyridine (0.8 ml, 0.8 g, 2.0 eq.) were added, followed by 1-(5-amino-2-chlorophenyl)ethanone (0.85 g, 5.00 mmol, 1.0 eq.) in THF (5 ml). The mixture was... Reactants: C(=O)(O)COC1=C(C=CC(=C1)OCC=C(C)C)C(C)=O (2'-(1-carboxymethoxy)-4'-(3-methyl-2-butenyloxy)acetophenone), C(C=C)C1=CC=C(C=O)C=C1 (4-(2-propenyl)benzaldehyde), [OH-].[K+] (potassium hydroxide). Solvent: C(C)O (ethanol). Reaction conditions: time 20 minute. The product is C(=O)(O)COC1=C(C(C=CC2=CC=C(C=C2)CC=C)=O)C=CC(=C1)OCC=C(C)C (2'-(carboxymethoxy)-4'-(3-methyl-2-butenyloxy)-4-(2-propenyl)chalcone). The yield is 29.6%. Reaction SMILES: [C:1]([CH2:4][O:5][C:6]1[CH:11]=[C:10]([O:12][CH2:13][CH:14]=[C:15]([CH3:17])[CH3:16])[CH:9]=[CH:8][C:7]=1[C:18](=[O:20])[CH3:19])([OH:3])=[O:2].[CH2:21]([C:24]1[CH:31]=[CH:30][C:27]([CH:28]=O)=[CH:26][CH:25]=1)[CH:22]=[CH2:23].[OH-].[K+]>C(O)C>[C:1]([CH2:4][O:5][C:6]1[CH:11]=[C:10]([O:12][CH2:13][CH:14]=[C:15]([CH3:16])[CH3:17])[CH:9]=[CH:8][C:7]=1[C:18](=[O:20])[CH:19]=[CH:28][C:27]1[CH:30]=[CH:31][C:24]([CH2:21][CH:22]=[CH2:23])=[CH:25][CH:26]=1)([OH:3])=[O:2] |f:2.3|. Procedure details: To a solution of 834 mg of 2'-(1-carboxymethoxy)-4'-(3-methyl-2-butenyloxy)acetophenone and 500 mg of 4-(2-propenyl)benzaldehyde in 10 ml of ethanol was added 842 mg of potassium hydroxide, and the mixture was stirred for 20 minutes. After neutralization with dilute hydrochloric acid, the mixture was extracted with ethyl acetate. The organic layer was washed with water and dried, and the solvent was evaporated under reduced pressure. The residue was recrystallized from ethyl acetate - n-hexane t... Starting materials: FC(C(=O)O)(F)F (trifluoroacetic acid), C(C)(C)(C)OC(=O)NC1CC=C(CC1)C (1-tert-butoxycarbonylamino-4-methylcyclohex-3-ene), Cl (hydrogen chloride). The solvent is C1(=CC=CC=C1)OC (anisole), ClCCl (dichloromethane), O1CCOCC1 (dioxane). Conditions: temperature 0 celsius, time 1 hour. Product: Cl.NC1CC=C(CC1)C (1-amino-4-methylcyclohex-3-ene hydrochloride). Reaction SMILES: C(OC([NH:8][CH:9]1[CH2:14][CH2:13][C:12]([CH3:15])=[CH:11][CH2:10]1)=O)(C)(C)C.FC(F)(F)C(O)=O.[ClH:23]>C1(OC)C=CC=CC=1.ClCCl.O1CCOCC1>[ClH:23].[NH2:8][CH:9]1[CH2:14][CH2:13][C:12]([CH3:15])=[CH:11][CH2:10]1 |f:6.7|. Procedure: To a solution of 1-tert-butoxycarbonylamino-4-methylcyclohex-3-ene (0.4 g) in a mixture of anisole (0.4 ml) and dichloromethane (0.8 ml) was added trifluoroacetic acid (1.2 ml) at 0° C. and the mixture was allowed to stir at 0° C. for 1 hour. Evaporation gave a residue, which was taken up into a solution of hydrogen chloride in dioxane (4N, 2 ml). Evaporation under reduced pressure and trituration with diisopropyl ether gave 1-amino-4-methylcyclohex-3-ene hydrochloride, which was used without fu...